From a dataset of the Open Reaction Database (ORD), a public repository of structured organic reaction records. describe an organic reaction: reactants, conditions, products, and yield Reactants: C(C)OC(=O)C1=NOC2=C1CN(CC2)C(C)=O (5-acetyl-4,5,6,7-tetrahydro-isoxazolo[4,5-c]pyridine-3-carboxylic acid ethyl ester), Cl (hydrochloric acid). Solvent: CCO (EtOH), O (water). The product is Cl.C(C)OC(=O)C1=NOC2=C1CNCC2 (4,5,6,7-tetrahydro-isoxazolo[4,5-c]pyridine-3-carboxylic acid ethyl ester hydrochloride). Reaction SMILES: [CH2:1]([O:3][C:4]([C:6]1[C:10]2[CH2:11][N:12](C(=O)C)[CH2:13][CH2:14][C:9]=2[O:8][N:7]=1)=[O:5])[CH3:2].[ClH:18]>CCO.O>[ClH:18].[CH2:1]([O:3][C:4]([C:6]1[C:10]2[CH2:11][NH:12][CH2:13][CH2:14][C:9]=2[O:8][N:7]=1)=[O:5])[CH3:2] |f:4.5|. Procedure: 31.1 g (130 mmol) of 5-acetyl-4,5,6,7-tetrahydro-isoxazolo[4,5-c]pyridine-3-carboxylic acid ethyl ester (C) were dissolved in 30 mL of EtOH and combined at RT with 30 mL (260 mmol) of 32% (weight percent) hydrochloric acid solution in water. After two hours' heating with refluxing, the solution was evaporated and introduced into 500 mL of cooled EtOAc (ice bath). The resultant precipitate was separated and dried under a vacuum. 8.13 g (27% of theoretical) of the desired product 4,5,6,7-tetrahydr...